From a dataset of the Open Reaction Database (ORD), a public repository of structured organic reaction records. describe an organic reaction: reactants, conditions, products, and yield The yield is 76.3%. Reactants: C1COCCOCCOCCOCCOCCO1 (18-Crown-6), COC1=C(C=C(C=C1O)OC)[N+](=O)[O-] (2,5-dimethoxy-3-hydroxynitrobenzene), BrCC(=O)OCC (ethyl bromoacetate). RXN SMILES: [CH2:1]1[O:18][CH2:17][CH2:16][O:15][CH2:14][CH2:13][O:12][CH2:11][CH2:10]OCCOCCOC1.CO[C:21]1C(O)=C[C:24]([O:28][CH3:29])=[CH:23][C:22]=1[N+:30]([O-:32])=[O:31].BrCC(OCC)=[O:36]>>[CH3:29][O:28][C:24]1[CH:23]=[C:22]([N+:30]([O-:32])=[O:31])[CH:21]=[C:17]([O:18][CH3:1])[C:16]=1[O:15][CH2:14][C:13]([O:12][CH2:11][CH3:10])=[O:36]. Procedure details: 18-Crown-6 (1.069 g, 4.05 mmol), 2,5-dimethoxy-3-hydroxynitrobenzene (0.961 g, 4.05 mmol) and ethyl bromoacetate (0.449 ml, 4.05 mmol) were stirred at RT for 18 h. The reaction mixture was then concentrated in vacuo and the residue was purified by column chromatography eluting with 10-15% EtOAc in Isohexanes to afford the title compound (881 mg, 76%). m/z 286 [M+H]+. Yields the product COC1=C(OCC(=O)OCC)C(=CC(=C1)[N+](=O)[O-])OC (Ethyl (2,6-dimethoxy-4-nitrophenoxy)acetate). The reactants are FC1=CC=C(C=C1)C1=CC=CC=C1 (4′-Fluorobiphenyl), ClS(=O)(=O)O (Chlorosulfonic acid). Run in C(Cl)(Cl)Cl (chloroform). Run at time 4 hour. Product: FC1=CC=C(C=C1)C=1C(=CC=CC1)S(=O)(=O)O (4′-Fluorobiphenyl sulfonic acid). As a reaction SMILES: [F:1][C:2]1[CH:7]=[CH:6][C:5]([C:8]2[CH:13]=[CH:12][CH:11]=[CH:10][CH:9]=2)=[CH:4][CH:3]=1.Cl[S:15]([OH:18])(=[O:17])=[O:16]>C(Cl)(Cl)Cl>[F:1][C:2]1[CH:3]=[CH:4][C:5]([C:8]2[C:13]([S:15]([OH:18])(=[O:17])=[O:16])=[CH:12][CH:11]=[CH:10][CH:9]=2)=[CH:6][CH:7]=1. Reported procedure: 4′-Fluorobiphenyl (5 g) was dissolved in chloroform (100 mL) at room temperature. Chlorosulfonic acid (5 g) was added dropwise and stirring was continued for a further 4 hours, after which the solvent was allowed to slowly evaporate until precipitation was seen. The mixture was left to recrystallised overnight and the solid was collected by filtration. Further crops of crystals were collected from the filtrate. Starting materials: CCOC(Cc1noc2ccccc12)=NO, CCO, N. The product is NC(Cc1noc2ccccc12)=NO. RXN SMILES: [CH2:1]([O:2][C:4]([CH2:5][c:6]1[n:7][o:8][c:9]2[c:10]1[cH:11][cH:12][cH:13][cH:14]2)=[N:15][OH:16])[CH3:3].[CH3:18][CH2:19][OH:20].[NH3:17]>>[C:4]([CH2:5][c:6]1[n:7][o:8][c:9]2[c:10]1[cH:11][cH:12][cH:13][cH:14]2)(=[N:15][OH:16])[NH2:17]. The reactants are COC(OC)(OC)[SiH3] (trimethoxymethylsilane), Cl (hydrochloric acid), C(C)OCC (diethyl ether), C(C=C)[Si](CCC[Mg]Br)(CC=C)CC=C (3-(triallylsilyl)propylmagnesium bromide). The solvent is O (water). Run at temperature 0 celsius, time 5 hour. Yields the product C(C=C)[Si](CCC[SiH](COC)CCC[Si](CC=C)(CC=C)CC=C)(CC=C)CC=C (bis{3-(triallylsilyl)propyl}(methoxy)methylsilane). Yield: 62.0%. Reaction SMILES: [CH3:1][O:2][C:3]([SiH3:8])(OC)OC.C(O[CH2:12][CH3:13])C.[CH2:14]([Si:17]([CH2:26][CH:27]=[CH2:28])([CH2:23][CH:24]=[CH2:25])[CH2:18][CH2:19][CH2:20][Mg]Br)[CH:15]=[CH2:16].Cl>O>[CH2:14]([Si:17]([CH2:26][CH:12]=[CH2:13])([CH2:18][CH:19]=[CH2:20])[CH2:23][CH2:24][CH2:25][SiH:8]([CH2:20][CH2:19][CH2:18][Si:17]([CH2:26][CH:27]=[CH2:28])([CH2:14][CH:15]=[CH2:16])[CH2:23][CH:24]=[CH2:25])[CH2:3][O:2][CH3:1])[CH:15]=[CH2:16]. Procedure: Under a nitrogen atmosphere, trimethoxymethylsilane (18) (42 μl, 0.3 mmol) was added into a reaction container, cooled down to 0° C. and then diethyl ether solution of 0.9M 3-(triallylsilyl)propylmagnesium bromide (24) (1 mL, 0.9 mmol) was dropped. After dropping, stirring was continued at room temperature for 5 hours. To the reacted mixture, water was added to stop the reaction, then 10% hydrochloric acid was added until the salt was completely dissolved. The obtained organic layer was separate... The reactants are ClCl (chlorine), OC1=CC2=CC3=CC=CC=C3N=C2C=C1 (2-Hydroxyacridine). Run in C(C)(=O)O (acetic acid), C(C)(=O)O (acetic acid). Reaction conditions: temperature 15 celsius, time 8 hour. The product is ClC1=C(C=CC2=NC3=CC=CC=C3C=C12)O (chloro-2-hydroxyacridine). RXN SMILES: [OH:1][C:2]1[CH:15]=[CH:14][C:13]2[C:4](=[CH:5][C:6]3[C:11]([N:12]=2)=[CH:10][CH:9]=[CH:8][CH:7]=3)[CH:3]=1.[Cl:16]Cl>C(O)(=O)C>[Cl:16][C:3]1[C:4]2[C:13](=[N:12][C:11]3[C:6]([CH:5]=2)=[CH:7][CH:8]=[CH:9][CH:10]=3)[CH:14]=[CH:15][C:2]=1[OH:1]. Procedure: 2-Hydroxyacridine (3.17 grams; 0.015 mole) and acetic acid (100 ml) are charged into a glass reaction vessel equipped with a stirrer and thermometer. The mixture is cooled to 15° C. and a solution of chlorine (0.015 mole) in acetic acid (25 ml) is added dropwise with stirring. After the addition is completed stirring is continued at room temperature overnight. After this time the reaction mixture is filtered to recover product. The product is then washed, dried and dissolved in tetrahydrofuran (...